From a dataset of the Open Reaction Database (ORD), a public repository of structured organic reaction records. describe an organic reaction: reactants, conditions, products, and yield The reactants are [Br-], [Br-], C=C(Br)CCCCCC, C[N+](C)(CC[N+](C)(C)Cc1ccccc1)Cc1ccccc1, ClCCl, BrC(Br)Br, [K+], [OH-], O. Product: CCCCCCC1(Br)CC1(Br)Br. RXN SMILES: [Br-:14].[Br-:15].[Br:1][C:2](=[CH2:3])[CH2:4][CH2:5][CH2:6][CH2:7][CH2:8][CH3:9].[CH2:16]([N+:17]([CH3:18])([CH3:19])[CH2:20][CH2:21][N+:22]([CH2:23][c:24]1[cH:25][cH:26][cH:27][cH:28][cH:29]1)([CH3:30])[CH3:31])[c:32]1[cH:33][cH:34][cH:35][cH:36][cH:37]1.[CH2:40]([Cl:41])[Cl:42].[CH:10]([Br:11])([Br:12])[Br:13].[K+:39].[OH-:38].[OH2:43]>>[Br:1][C:2]1([CH2:4][CH2:5][CH2:6][CH2:7][CH2:8][CH3:9])[CH2:3][C:10]1([Br:11])[Br:13]. The reactants are ClC=1C=NC=C(C1SC1=C(C=C(S1)C(=O)O)[N+](=O)[O-])Cl (5-[(3,5-dichloro-4-pyridyl)sulfanyl]-4-nitro-thiophene-2-carboxylic acid), COC=1C=C(CN)C=C(C1)OC (3,5-dimethoxy benzylamine). Yields the product ClC=1C=NC=C(C1SC1=C(C=C(S1)C(=O)NCC1=CC(=CC(=C1)OC)OC)[N+](=O)[O-])Cl (5-((3,5-dichloropyridin-4-yl)thio)-N-(3,5-dimethoxybenzyl)-4-nitrothiophene-2-carboxamide), solid. The yield is 34.0%. Reaction SMILES: [Cl:1][C:2]1[CH:3]=[N:4][CH:5]=[C:6]([Cl:20])[C:7]=1[S:8][C:9]1[S:13][C:12]([C:14]([OH:16])=O)=[CH:11][C:10]=1[N+:17]([O-:19])=[O:18].[CH3:21][O:22][C:23]1[CH:24]=[C:25]([CH:28]=[C:29]([O:31][CH3:32])[CH:30]=1)[CH2:26][NH2:27]>>[Cl:20][C:6]1[CH:5]=[N:4][CH:3]=[C:2]([Cl:1])[C:7]=1[S:8][C:9]1[S:13][C:12]([C:14]([NH:27][CH2:26][C:25]2[CH:28]=[C:29]([O:31][CH3:32])[CH:30]=[C:23]([O:22][CH3:21])[CH:24]=2)=[O:16])=[CH:11][C:10]=1[N+:17]([O-:19])=[O:18]. Procedure: Prepared according to the procedure described for example 50 from 5-[(3,5-dichloro-4-pyridyl)sulfanyl]-4-nitro-thiophene-2-carboxylic acid (145 mg, 0.41 mmol) and 3,5-dimethoxy benzylamine (65 mg, 0.39 mmol). The title compound was obtained as a solid (55 mg, 34% yield). 1H NMR (400 MHz, d6-DMSO) δ: 9.35 (1H, m), 8.98 (2H, m), 8.48 (1H, s), 6.43 (2H, m), 6.38 (1H, m), 4.32 (2H, m), 3.70 (6H, m). MS m/z: 498.16, 500.08 [M+H]+. Run at time 20 minute. RXN SMILES: NC1N=C2C=CC(C3C=C(NS(C)(=O)=[O:19])C(Cl)=NC=3)=NN2C=1C1C=CC=C(F)C=1.[Cl:30][C:31]1[N:36]=[CH:35][C:34]([C:37]2[CH:38]=[CH:39][C:40]3[N:41]([C:43]([C:50]4[CH:55]=[CH:54][C:53]([F:56])=[C:52]([C:57](N5CCOCC5)=[O:58])[CH:51]=4)=[C:44]([NH:46]C(=O)C)[N:45]=3)[N:42]=2)=[CH:33][C:32]=1[NH:65][S:66]([CH3:69])(=[O:68])=[O:67].[OH-].[Na+]>>[NH2:46][C:44]1[N:45]=[C:40]2[CH:39]=[CH:38][C:37]([C:34]3[CH:35]=[N:36][C:31]([Cl:30])=[C:32]([NH:65][S:66]([CH3:69])(=[O:68])=[O:67])[CH:33]=3)=[N:42][N:41]2[C:43]=1[C:50]1[CH:55]=[CH:54][C:53]([F:56])=[C:52]([CH:51]=1)[C:57]([OH:58])=[O:19] |f:2.3|. Reactants: NC=1N=C2N(N=C(C=C2)C=2C=C(C(=NC2)Cl)NS(=O)(=O)C)C1C1=CC(=CC=C1)F (N-(5-(2-Amino-3-(3-fluorophenyl)imidazo[1,2-b]pyridazin-6-yl)-2-chloropyridin-3-yl)methanesulfonamide), ClC1=C(C=C(C=N1)C=1C=CC=2N(N1)C(=C(N2)NC(C)=O)C2=CC(=C(C=C2)F)C(=O)N2CCOCC2)NS(=O)(=O)C (N-(6-(6-chloro-5-(methylsulfonamido)pyridin-3-yl)-3-(4-fluoro-3-(morpholine-4-carbonyl)phenyl)imidazo[1,2-b]pyridazin-2-yl)acetamide), [OH-].[Na+] (sodium hydroxide). Isolated yield 27.0%. Product: NC=1N=C2N(N=C(C=C2)C=2C=NC(=C(C2)NS(=O)(=O)C)Cl)C1C=1C=CC(=C(C(=O)O)C1)F (5-(2-Amino-6-(6-chloro-5-(methylsulfonamido)pyridin-3-yl)imidazo[1,2-b]pyridazin-3-yl)-2-fluorobenzoic acid). Procedure: Following the procedure described for N-(5-(2-amino-3-(3-fluorophenyl)imidazo[1,2-b]pyridazin-6-yl)-2-chloropyridin-3-yl)methanesulfonamide (Example 23), N-(6-(6-chloro-5-(methylsulfonamido)pyridin-3-yl)-3-(4-fluoro-3-(morpholine-4-carbonyl)phenyl)imidazo[1,2-b]pyridazin-2-yl)acetamide (TFA salt) (Example 24) (0.016 g, 0.023 mmol) was treated with sodium hydroxide (0.100 mL, 1.0 mmol, 10 M) and purified by preparative HPLC (Phenomenex Gemini 5 micron (Phenomenex, Torrance, Calif.), C18, 100×30 m...